Dataset: the Open Reaction Database (ORD), a public repository of structured organic reaction records. Task: describe an organic reaction: reactants, conditions, products, and yield Starting materials: C(C)(C)(C)OC(=O)N1CCC2=C(CC1)C=CC(=C2)NS(=O)(=O)C (3-Tertiary-butoxycarbonyl-7-methanesulphonamido-1,2,4,5-tetrahydro-3H-3-benzazepine), C([O-])(O)=O.[Na+] (sodium bicarbonate). Run in C(=O)O (formic acid). The product is CS(=O)(=O)NC1=CC2=C(CCNCC2)C=C1 (7-Methanesulphonamido-1,2,4,5-tetrahydro-3H-3-benzazepine). RXN SMILES: C(OC([N:8]1[CH2:14][CH2:13][C:12]2[CH:15]=[CH:16][C:17]([NH:19][S:20]([CH3:23])(=[O:22])=[O:21])=[CH:18][C:11]=2[CH2:10][CH2:9]1)=O)(C)(C)C.C(=O)(O)[O-].[Na+]>C(O)=O>[CH3:23][S:20]([NH:19][C:17]1[CH:16]=[CH:15][C:12]2[CH2:13][CH2:14][NH:8][CH2:9][CH2:10][C:11]=2[CH:18]=1)(=[O:21])=[O:22] |f:1.2|. Procedure: 3-Tertiary-butoxycarbonyl-7-methanesulphonamido-1,2,4,5-tetrahydro-3H-3-benzazepine (0.6 g) and 98% formic acid (10 ml) were stirred together at room temperature for 2 hours. The solvent was evaporated in vacuo to give an oil which was basified with aqueous sodium bicarbonate. The aqueous solution was evaporated in vacuo and the residue was triturated with hot isopropanol. The isopropanol was decanted and evaporated in vacuo to give a solid which was recrystallised from ethyl acetate/hexane to g...